From a dataset of the Open Reaction Database (ORD), a public repository of structured organic reaction records. describe an organic reaction: reactants, conditions, products, and yield Reactants: [OH-].[Na+] (sodium hydroxide), Cl.CN(C)CC1=NC(=C(C=C1)O)Cl (2-(dimethylaminomethyl)-5-hydroxy-6-chloropyridine hydrochloride), base, N1C=NC=C1 (imidazole). Run in O (water), C=1(C(=CC=CC1)C)C (xylene). Yields the product N1C(=NC=C1)CC1=NC(=C(C=C1)O)Cl (2-(1-imidazolylmethyl)-5-hydroxy-6-chloropyridine). Reaction SMILES: Cl.CN([CH2:5][C:6]1[CH:11]=[CH:10][C:9]([OH:12])=[C:8]([Cl:13])[N:7]=1)C.[OH-].[Na+].[NH:16]1[CH:20]=[CH:19][N:18]=[CH:17]1>O.C1(C)C(C)=CC=CC=1>[NH:16]1[CH:20]=[CH:19][N:18]=[C:17]1[CH2:5][C:6]1[CH:11]=[CH:10][C:9]([OH:12])=[C:8]([Cl:13])[N:7]=1 |f:0.1,2.3|. Procedure details: This hydrochloride was dissolved in water and the solution was neutralised with dilute sodium hydroxide solution and evaporated. The residue was extracted several times with hot toluene and the combined extracts were filtered and evaporated to give the corresponding free base. The base (3.70 g) and imidazole (1.5 g) were heated under reflux in xylene (50 ml) for 3 hours. The mixture was then evaporated and the resulting dark residue was extracted several times with hot water. The aqueous solutio... The reactants are [Br-], CCCc1c(Cc2ccc(-c3ccccc3C#N)cc2F)c(=O)n(C2CCC(OCC(=O)N(C)OC)CC2)c2ccnn12, C[Mg+], CCOC(C)=O, [Cl-], [NH4+], C1CCOC1. The product is CCCc1c(Cc2ccc(-c3ccccc3C#N)cc2F)c(=O)n(C2CCC(OCC(C)O)CC2)c2ccnn12. As a reaction SMILES: [Br-:44].[C:1](#[N:2])[c:3]1[c:4](-[c:9]2[cH:10][c:11]([F:43])[c:12]([CH2:15][c:16]3[c:17](=[O:42])[n:18]([CH:28]4[CH2:29][CH2:30][CH:31]([O:34][CH2:35][C:36](=[O:37])[N:38]([O:39][CH3:40])[CH3:41])[CH2:32][CH2:33]4)[c:19]4[n:20]([c:21]3[CH2:22][CH2:23][CH3:24])[n:25][cH:26][cH:27]4)[cH:13][cH:14]2)[cH:5][cH:6][cH:7][cH:8]1.[CH3:45][Mg+:46].[CH3:47][CH2:48][O:49][C:50](=[O:51])[CH3:52].[Cl-:53].[NH4+:54].[O:55]1[CH2:56][CH2:57][CH2:58][CH2:59]1>>[C:1](#[N:2])[c:3]1[c:4](-[c:9]2[cH:10][c:11]([F:43])[c:12]([CH2:15][c:16]3[c:17](=[O:42])[n:18]([CH:28]4[CH2:29][CH2:30][CH:31]([O:34][CH2:35][CH:36]([OH:37])[CH3:47])[CH2:32][CH2:33]4)[c:19]4[n:20]([c:21]3[CH2:22][CH2:23][CH3:24])[n:25][cH:26][cH:27]4)[cH:13][cH:14]2)[cH:5][cH:6][cH:7][cH:8]1. Reactants: N#Cc1ccc(CN2C(=O)c3ccccc3C2=O)cc1Br, CCO, Cl, NN, O. Yields the product N#Cc1ccc(CN)cc1Br. RXN SMILES: [Br:1][c:2]1[c:3]([C:4]#[N:5])[cH:6][cH:7][c:8]([CH2:10][N:11]2[C:12](=[O:13])[c:14]3[c:15]([cH:16][cH:17][cH:18][cH:19]3)[C:20]2=[O:21])[cH:9]1.[CH3:26][CH2:27][OH:28].[ClH:25].[NH2:23][NH2:24].[OH2:22]>>[Br:1][c:2]1[c:3]([C:4]#[N:5])[cH:6][cH:7][c:8]([CH2:10][NH2:11])[cH:9]1.